From a dataset of the Open Reaction Database (ORD), a public repository of structured organic reaction records. describe an organic reaction: reactants, conditions, products, and yield Reactants: ClC1=C(C=C2CC(C(C2=C1Cl)=O)C1=CC=C(C=C1)F)OCC(=O)OCC (ethyl [6,7-dichloro-1-oxo-2-(p-fluorophenyl)-5-indanyloxy]acetate), BrCC#C[Si](C)(C)C (1-bromo-3-(trimethylsilyl)-2-propyne). Yields the product ClC1=C(C=C2CC(C(C2=C1Cl)=O)(CC#C[Si](C)(C)C)C1=CC=C(C=C1)F)OCC(=O)OCC (Ethyl [6,7-dichloro-1-oxo-2-(p-fluorophenyl)-2-(3-(trimethylsilyl)-2-propynyl)-5-indanyloxy]acetate). As a reaction SMILES: [Cl:1][C:2]1[C:10]([Cl:11])=[C:9]2[C:5]([CH2:6][CH:7]([C:13]3[CH:18]=[CH:17][C:16]([F:19])=[CH:15][CH:14]=3)[C:8]2=[O:12])=[CH:4][C:3]=1[O:20][CH2:21][C:22]([O:24][CH2:25][CH3:26])=[O:23].Br[CH2:28][C:29]#[C:30][Si:31]([CH3:34])([CH3:33])[CH3:32]>>[Cl:1][C:2]1[C:10]([Cl:11])=[C:9]2[C:5]([CH2:6][C:7]([C:13]3[CH:14]=[CH:15][C:16]([F:19])=[CH:17][CH:18]=3)([CH2:28][C:29]#[C:30][Si:31]([CH3:34])([CH3:33])[CH3:32])[C:8]2=[O:12])=[CH:4][C:3]=1[O:20][CH2:21][C:22]([O:24][CH2:25][CH3:26])=[O:23]. Procedure details: Reaction of ethyl [6,7-dichloro-1-oxo-2-(p-fluorophenyl)-5-indanyloxy]acetate with 1-bromo-3-(trimethylsilyl)-2-propyne according to the procedure of Example 1, STEP (b), affords the title compound as an oil. Starting materials: CCCCCCC(=O)c1cc(OC)cc(OC)c1, Cc1ccccc1, O, OCCO, Cc1ccc(S(=O)(=O)O)cc1. Product: CCCCCCC1(c2cc(OC)cc(OC)c2)OCCO1. As a reaction SMILES: [CH3:1][O:2][c:3]1[cH:4][c:5]([C:11]([CH2:12][CH2:13][CH2:14][CH2:15][CH2:16][CH3:17])=[O:18])[cH:6][c:7]([O:9][CH3:10])[cH:8]1.[CH3:35][c:36]1[cH:37][cH:38][cH:39][cH:40][cH:41]1.[OH2:23].[OH:19][CH2:20][CH2:21][OH:22].[c:24]1([CH3:25])[cH:26][cH:27][c:28]([S:29]([OH:30])(=[O:31])=[O:32])[cH:33][cH:34]1>>[CH3:1][O:2][c:3]1[cH:4][c:5]([C:11]2([CH2:12][CH2:13][CH2:14][CH2:15][CH2:16][CH3:17])[O:18][CH2:21][CH2:20][O:19]2)[cH:6][c:7]([O:9][CH3:10])[cH:8]1. The reactants are COC1=CC=C(CCl)C=C1 (4-methoxybenzyl chloride), ice water, C(CC#N)#N (malononitrile), [H-].[Na+] (NaH), C(=S)=S (CS2). The solvent is C1=CC=CC=C1 (benzene), C1=CC=CC=C1 (benzene), CN(C)C=O (DMF). Reaction conditions: time 30 minute. The product is COC1=CC=C(C=C1)CSC(SCC1=CC=C(C=C1)OC)=C(C#N)C#N ({bis[(4-Methoxyphenyl)methylthio]methylene}methane-1,1-dicarbonitrile). As a reaction SMILES: [C:1](#[N:5])[CH2:2][C:3]#[N:4].[H-].[Na+].[C:8](=[S:10])=[S:9].[CH3:11][O:12][C:13]1[CH:20]=[CH:19][C:16]([CH2:17]Cl)=[CH:15][CH:14]=1>C1C=CC=CC=1.CN(C=O)C>[CH3:11][O:12][C:13]1[CH:20]=[CH:19][C:16]([CH2:17][S:9][C:8](=[C:2]([C:1]#[N:5])[C:3]#[N:4])[S:10][CH2:17][C:16]2[CH:19]=[CH:20][C:13]([O:12][CH3:11])=[CH:14][CH:15]=2)=[CH:15][CH:14]=1 |f:1.2|. Procedure: DMF (40 mL) was slowly added to a rapidly stirred mixture of malononitrile (13.2 g, 0.2 mol) and NaH (9.6 g, 0.4 mol) and CS2 (22.8 g, 0.3 mol) in benzene (200 mL). The reaction mixture was stirred at room temperature for 30 min and 4-methoxybenzyl chloride (93.6 g, 0.6 mol) was added. The resulting mixture was stirred for 12 h, and benzene (50 mL) and ice-water (200 mL) were added. The organic layer was separated, dried, and concentrated in vacuum. The product was purified by flash chromatograp... Starting materials: BrC1=C(C(=C2C3=C(C(=C(C4(C3=CC2=C1)C=CC=C1C2=CC=CC=C2C=C14)Br)Br)Br)Br)Br (hexabromospirobifluorene), B(C=1C=CC(=CC1)C=2C=CC=CC2)(O)O (biphenylboronic acid). The reagents and catalysts are C=1C=CC(=CC1)[P](C=2C=CC=CC2)(C=3C=CC=CC3)[Pd]([P](C=4C=CC=CC4)(C=5C=CC=CC5)C=6C=CC=CC6)([P](C=7C=CC=CC7)(C=8C=CC=CC8)C=9C=CC=CC9)[P](C=1C=CC=CC1)(C=1C=CC=CC1)C=1C=CC=CC1 (tetrakis(triphenylphosphine)palladium). The solvent is C1(=CC=CC=C1)C (toluene), C([O-])([O-])=O.[K+].[K+] (potassium carbonate), C1(=CC=CC=C1)C (toluene). Yields the product C1(=C(C=CC=C1)C1=CC=2C3(C4=CC(=CC=C4C2C(=C1)C1=C(C=CC=C1)C1=CC=CC=C1)C1=C(C=CC=C1)C1=CC=CC=C1)C1=CC(=CC=C1C=1C(=CC(=CC13)C1=C(C=CC=C1)C1=CC=CC=C1)C1=C(C=CC=C1)C1=CC=CC=C1)C1=C(C=CC=C1)C1=CC=CC=C1)C1=CC=CC=C1 (2,2′,4,4′,7,7′-hexabiphenylyl-9,9′-spirobifluorene). As a reaction SMILES: Br[C:2]1[CH:14]=[C:13]2[C:5]([C:6]3[C:11](=[CH:12]2)[C:10]2([C:26]4[C:18]([C:19]5[C:24]([CH:25]=4)=[CH:23][CH:22]=[CH:21][CH:20]=5)=[CH:17][CH:16]=[CH:15]2)[C:9](Br)=[C:8](Br)[C:7]=3Br)=[C:4](Br)[C:3]=1Br.B(O)(O)[C:33]1[CH:34]=[CH:35][C:36]([C:39]2[CH:40]=[CH:41][CH:42]=[CH:43][CH:44]=2)=[CH:37][CH:38]=1>C1(C)C=CC=CC=1.C(=O)([O-])[O-].[K+].[K+].C1C=CC([P]([Pd]([P](C2C=CC=CC=2)(C2C=CC=CC=2)C2C=CC=CC=2)([P](C2C=CC=CC=2)(C2C=CC=CC=2)C2C=CC=CC=2)[P](C2C=CC=CC=2)(C2C=CC=CC=2)C2C=CC=CC=2)(C2C=CC=CC=2)C2C=CC=CC=2)=CC=1>[C:36]1([C:39]2[CH:40]=[CH:41][CH:42]=[CH:43][CH:44]=2)[CH:35]=[CH:34][CH:33]=[CH:38][C:37]=1[C:2]1[CH:14]=[C:13]([C:12]2[CH:25]=[CH:26][CH:18]=[CH:17][C:11]=2[C:19]2[CH:24]=[CH:23][CH:22]=[CH:21][CH:20]=2)[C:5]2[C:6]3[C:15](=[CH:10][C:9]([C:40]4[CH:41]=[CH:42][CH:43]=[CH:44][C:39]=4[C:36]4[CH:37]=[CH:38][CH:33]=[CH:34][CH:35]=4)=[CH:8][CH:7]=3)[C:16]3([C:17]4[CH:18]=[C:26]([C:40]5[CH:41]=[CH:42][CH:43]=[CH:44][C:39]=5[C:36]5[CH:37]=[CH:38][CH:33]=[CH:34][CH:35]=5)[CH:25]=[C:24]([C:23]5[CH:22]=[CH:21][CH:20]=[CH:16][C:15]=5[C:10]5[CH:11]=[CH:6][CH:7]=[CH:8][CH:9]=5)[C:19]=4[C:42]4[C:41]3=[CH:40][C:39]([C:36]3[CH:37]=[CH:38][CH:33]=[CH:34][C:35]=3[C:13]3[CH:14]=[CH:2][CH:3]=[CH:4][CH:5]=3)=[CH:44][CH:43]=4)[C:4]=2[CH:3]=1 |f:3.4.5,^1:63,65,84,103|. Procedure details: In a 250 ml two-necked flask fitted with reflux condenser and precision glass stirrer, 1.6 g of hexabromospirobifluorene and 3 g of biphenylboronic acid are slurried in a mixture of 50 ml of toluene and 50 ml of 1 M potassium carbonate solution. The mixture is refluxed under nitrogen and 115 mg of tetrakis(triphenylphosphine)palladium in 5 ml of toluene are added. The mixture is boiled under reflux for 7 hours while stirring. After the reaction is complete, the cooled solution is filtered and th... Conditions: temperature 0 celsius. As a reaction SMILES: [CH3:1][S:2][CH2:3][C@@H:4]1[N:9]2[C:10]3[C:19]4[C:14](=[CH:15][CH:16]=[CH:17][CH:18]=4)[N:13]=[C:12]([NH2:20])[C:11]=3[N:21]=[C:8]2[CH2:7][O:6][CH2:5]1.C1C=C(Cl)C=C(C(OO)=[O:30])C=1.C([O-])([O-])=O.[Na+].[Na+].[OH2:39]>C(Cl)(Cl)Cl>[CH3:1][S:2]([CH2:3][C@@H:4]1[N:9]2[C:10]3[C:19]4[C:14](=[CH:15][CH:16]=[CH:17][CH:18]=4)[N:13]=[C:12]([NH2:20])[C:11]=3[N:21]=[C:8]2[CH2:7][O:6][CH2:5]1)(=[O:30])=[O:39] |f:2.3.4|. Procedure details: A solution of (11R)-11-[(methylthio)methyl]-10,11-dihydro-8H-[1,4]oxazino[4′,3′:1,2]imidazo[4,5-c]quinolin-6-amine (640 mg, 2.1 mmol) dissolved in 10 mL of CHCl3 was cooled to 0° C. and treated with MCPBA (50% purity, 1.2 g, 4.3 mmol). The reaction mixture was warmed to ambient temperature over 1 hour. The resulting light brown reaction mixture was treated with 2 N aqueous Na2CO3 solution, diluted with water, and extracted with CHCl3. The organic layer was dried over Na2SO4, filtered and then co... Starting materials: O (water), CSC[C@H]1COCC=2N1C1=C(C(=NC3=CC=CC=C13)N)N2 ((11R)-11-[(methylthio)methyl]-10,11-dihydro-8H-[1,4]oxazino[4′,3′:1,2]imidazo[4,5-c]quinolin-6-amine), C(=O)([O-])[O-].[Na+].[Na+] (Na2CO3), C1=CC(=CC(=C1)Cl)C(=O)OO (MCPBA). Run in C(Cl)(Cl)Cl (CHCl3), C(Cl)(Cl)Cl (CHCl3). The product is CS(=O)(=O)C[C@H]1COCC=2N1C1=C(C(=NC3=CC=CC=C13)N)N2 ((11R)-11-[(methylsulfonyl)methyl]-10,11-dihydro-8H-[1,4]oxazino[4′,3′:1,2]imidazo[4,5-c]quinolin-6-amine). Starting materials: BrCc1ccc2ccccc2c1, COC(=O)c1cccc(O)c1C. Yields the product COC(=O)c1cccc(OCc2ccc3ccccc3c2)c1C. RXN SMILES: [Br:1][CH2:2][c:3]1[cH:4][c:5]2[cH:6][cH:7][cH:8][cH:9][c:10]2[cH:11][cH:12]1.[OH:13][c:14]1[c:15]([CH3:24])[c:16]([C:17](=[O:18])[O:19][CH3:20])[cH:21][cH:22][cH:23]1>>[CH2:2]([c:3]1[cH:4][c:5]2[cH:6][cH:7][cH:8][cH:9][c:10]2[cH:11][cH:12]1)[O:13][c:14]1[c:15]([CH3:24])[c:16]([C:17](=[O:18])[O:19][CH3:20])[cH:21][cH:22][cH:23]1. The reactants are ClC1=CN=CC(=N1)N[C@H]1[C@H](CC2=CC=CC=C12)O ((1R,2S)-1-[(6-chloropyrazin-2-yl)amino]-2,3-dihydro-1H-inden-2-ol), C[O-].[Na+] (NaOMe), C[O-].[Na+] (NaOMe), C(=O)(O)[O-].[Na+] (NaHCO3), C[O-].[Na+] (NaOMe). Solvent: CCOC(=O)C (EtOAc), CO (MeOH), CO (MeOH). The product is COC1=CN=CC(=N1)N[C@H]1[C@H](CC2=CC=CC=C12)O ((1R,2S)-1-[(6-methoxypyrazin-2-yl)amino]-2,3-dihydro-1H-inden-2-ol). The yield is 71.0%. RXN SMILES: Cl[C:2]1[N:7]=[C:6]([NH:8][C@@H:9]2[C:17]3[C:12](=[CH:13][CH:14]=[CH:15][CH:16]=3)[CH2:11][C@@H:10]2[OH:18])[CH:5]=[N:4][CH:3]=1.C[O-].[Na+].[C:22]([O-])(O)=[O:23].[Na+]>CO.CCOC(C)=O>[CH3:22][O:23][C:2]1[N:7]=[C:6]([NH:8][C@@H:9]2[C:17]3[C:12](=[CH:13][CH:14]=[CH:15][CH:16]=3)[CH2:11][C@@H:10]2[OH:18])[CH:5]=[N:4][CH:3]=1 |f:1.2,3.4|. Reported procedure: To a solution of (1R,2S)-1-[(6-chloropyrazin-2-yl)amino]-2,3-dihydro-1H-inden-2-ol (2 g, 7.6 mmol) in MeOH (26 mL) was added a solution of NaOMe (1.3 g, 23 mmol) in MeOH (40 mL). The mixture was heated at reflux for 24 hr. Additional NaOMe (1.3 g) was added. Continue heating at reflux for 24 hr, and then add additional NaOMe (1.3 g). Continue heating at reflux for 24 hr and cool to rt. Dilute with EtOAc and was with sat. aq. NaHCO3. The solids were removed by filtration. Separate phases and wash...